Dataset: the Open Reaction Database (ORD), a public repository of structured organic reaction records. Task: describe an organic reaction: reactants, conditions, products, and yield The reactants are FC1=C(COC=2C=3N(C=CC2)C(=C(N3)C)C(=O)OCC)C(=CC=C1)F (Ethyl 8-[(2,6-difluorobenzyl)oxy]-2-methylimidazo[1,2-a]pyridine-3-carboxylate), [OH-].[Li+] (lithium hydroxide). Run in C1CCOC1.CO (THF methanol). Conditions: time 16 hour. The product is FC1=C(COC=2C=3N(C=CC2)C(=C(N3)C)C(=O)O)C(=CC=C1)F (8-[(2,6-Difluorobenzyl)oxy]-2-methylimidazo[1,2-a]pyridine-3-carboxylic acid). RXN SMILES: [F:1][C:2]1[CH:24]=[CH:23][CH:22]=[C:21]([F:25])[C:3]=1[CH2:4][O:5][C:6]1[C:7]2[N:8]([C:12]([C:16]([O:18]CC)=[O:17])=[C:13]([CH3:15])[N:14]=2)[CH:9]=[CH:10][CH:11]=1.[OH-].[Li+]>C1COCC1.CO>[F:1][C:2]1[CH:24]=[CH:23][CH:22]=[C:21]([F:25])[C:3]=1[CH2:4][O:5][C:6]1[C:7]2[N:8]([C:12]([C:16]([OH:18])=[O:17])=[C:13]([CH3:15])[N:14]=2)[CH:9]=[CH:10][CH:11]=1 |f:1.2,3.4|. Procedure: 107 g of ethyl 8-[(2,6-difluorobenzyl)oxy]-2-methylimidazo[1,2-a]pyridine-3-carboxylate (Example 5A; 300 mmol, 1 equivalent) were dissolved in 2.8 l of THF/methanol (1:1), 1.5 l of 1 N aqueous lithium hydroxide solution (1.5 mol, 5 equivalents) were added and the mixture was stirred at RT for 16 h. The organic solvents were removed under reduced pressure and the resulting aqueous solution was adjusted in an ice bath to pH 3-4 using 1 N aqueous hydrochloric acid. The resulting solid was filtered ... The reactants are CCOC(=O)C1(NC(=O)c2cc3ccccc3s2)Cc2ccccc2C1, C1COCCO1, CO, [Li+], [OH-], O. The product is O=C(NC1(C(=O)O)Cc2ccccc2C1)c1cc2ccccc2s1. As a reaction SMILES: [CH2:1]([CH3:2])[O:3][C:4](=[O:5])[C:6]1([NH:15][C:16](=[O:17])[c:18]2[cH:19][c:20]3[c:21]([s:22]2)[cH:23][cH:24][cH:25][cH:26]3)[CH2:7][c:8]2[cH:9][cH:10][cH:11][cH:12][c:13]2[CH2:14]1.[CH2:27]1[O:28][CH2:29][CH2:30][O:31][CH2:32]1.[CH3:33][OH:34].[Li+:36].[OH-:35].[OH2:37]>>[O:3]=[C:4]([OH:5])[C:6]1([NH:15][C:16](=[O:17])[c:18]2[cH:19][c:20]3[c:21]([s:22]2)[cH:23][cH:24][cH:25][cH:26]3)[CH2:7][c:8]2[cH:9][cH:10][cH:11][cH:12][c:13]2[CH2:14]1. The reactants are BrC=1C=C2C(=NC1)N(N=C2)C(=O)OC(C)(C)C (tert-butyl 5-bromo-1H-pyrazolo[3,4-b]pyridine-1-carboxylate), ClC1=NC=CC=C1B1OC(C)(C)C(C)(C)O1 (2-chloro-3-pyridine boronic acid pinacol ester), ClC1=NC=CC=C1C=1C=C2C=NNC2=CC1 (5-(2-chloropyridin-3-yl)-1H-indazole), C(=O)([O-])[O-].[Na+].[Na+] (Na2CO3). The reagents and catalysts are C=1C=CC(=CC1)[P](C=2C=CC=CC2)(C=3C=CC=CC3)[Pd]([P](C=4C=CC=CC4)(C=5C=CC=CC5)C=6C=CC=CC6)([P](C=7C=CC=CC7)(C=8C=CC=CC8)C=9C=CC=CC9)[P](C=1C=CC=CC1)(C=1C=CC=CC1)C=1C=CC=CC1 (Pd(PPh3)4). The solvent is O1CCOCC1 (1,4-dioxane), C1CCOC1.CO (THF MeOH). Run at time 12 hour. Yields the product ClC1=NC=CC=C1C=1C=C2C(=NC1)NN=C2 (5-(2-Chloropyridin-3-yl)-1H-pyrazolo[3,4-b]pyridine). RXN SMILES: [Cl:1][C:2]1[C:7]([C:8]2[CH:9]=[C:10]3[C:14](=C[CH:16]=2)[NH:13][N:12]=[CH:11]3)=[CH:6][CH:5]=[CH:4][N:3]=1.BrC1C=C2C=NN(C(OC(C)(C)C)=O)C2=[N:22]C=1.ClC1C(B2OC(C)(C)C(C)(C)O2)=CC=CN=1.C([O-])([O-])=O.[Na+].[Na+]>C1COCC1.CO.C1C=CC([P]([Pd]([P](C2C=CC=CC=2)(C2C=CC=CC=2)C2C=CC=CC=2)([P](C2C=CC=CC=2)(C2C=CC=CC=2)C2C=CC=CC=2)[P](C2C=CC=CC=2)(C2C=CC=CC=2)C2C=CC=CC=2)(C2C=CC=CC=2)C2C=CC=CC=2)=CC=1.O1CCOCC1>[Cl:1][C:2]1[C:7]([C:8]2[CH:9]=[C:10]3[CH:11]=[N:12][NH:13][C:14]3=[N:22][CH:16]=2)=[CH:6][CH:5]=[CH:4][N:3]=1 |f:3.4.5,6.7,^1:66,68,87,106|. Procedure details: 5-(2-chloropyridin-3-yl)-1H-pyrazolo[3,4-b]pyridine was prepared in the similar to the preparation of 5-(2-chloropyridin-3-yl)-1H-indazole by heating the mixture of tert-butyl 5-bromo-1H-pyrazolo[3,4-b]pyridine-1-carboxylate (2.0 g, 6.7 mmol), 2-chloro-3-pyridine boronic acid pinacol ester (1.9 g, 8.0 mmol), Pd(PPh3)4 (770 mg, 67 mmol), 1,4-dioxane (40 mL) and 2M aq.Na2CO3 (9 mL, 18 mmol) under argon atmosphere. After 12 h, the reaction mixture was cooled to room temperature and concentrated. Th... The reactants are ClCCl, CC(C)(C)OC(=O)N1CCN(C2CCN(c3ccc(OC(F)(F)F)cc3)CC2)CC1, O=C(O)C(F)(F)F. Yields the product FC(F)(F)Oc1ccc(N2CCC(N3CCNCC3)CC2)cc1. As a reaction SMILES: [CH2:31]([Cl:32])[Cl:33].[F:1][C:2]([O:3][c:4]1[cH:5][cH:6][c:7]([N:10]2[CH2:11][CH2:12][CH:13]([N:16]3[CH2:17][CH2:18][N:19]([C:22]([O:23][C:24]([CH3:25])([CH3:26])[CH3:27])=[O:28])[CH2:20][CH2:21]3)[CH2:14][CH2:15]2)[cH:8][cH:9]1)([F:29])[F:30].[OH:34][C:35]([C:36]([F:37])([F:38])[F:39])=[O:40]>>[F:1][C:2]([O:3][c:4]1[cH:5][cH:6][c:7]([N:10]2[CH2:11][CH2:12][CH:13]([N:16]3[CH2:17][CH2:18][NH:19][CH2:20][CH2:21]3)[CH2:14][CH2:15]2)[cH:8][cH:9]1)([F:29])[F:30]. Reactants: CC1(NC2=CC=C(C=C2CC1)C(C(=O)OC)C)C (methyl 2-(1,2,3,4-tetrahydro-2,2-dimethylquinolin-6-yl)propionate), CC1(NC2=CC=C(C=C2CC1)C(C(=O)OC)C)C (methyl 2-(1,2,3,4-tetrahydro-2,2-dimethylquinolin-6-yl)propionate), N1=CC=CC=C1 (pyridine), C(C1=CC=CC=C1)(=O)Cl (benzoyl chloride), ice water. The solvent is CCOCC (ether). Reaction conditions: time 15 hour. Yields the product C(C1=CC=CC=C1)(=O)N1C(CCC2=CC(=CC=C12)C(C(=O)OC)C)(C)C (methyl 2-(1-benzoyl-1,2,3,4-tetrahydro-2,2-dimethylquinolin-6-yl)propionate). The yield is 91.5%. Reaction SMILES: [CH3:1][C:2]1([CH3:18])[CH2:11][CH2:10][C:9]2[C:4](=[CH:5][CH:6]=[C:7]([CH:12]([CH3:17])[C:13]([O:15][CH3:16])=[O:14])[CH:8]=2)[NH:3]1.N1C=CC=CC=1.[C:25](Cl)(=[O:32])[C:26]1[CH:31]=[CH:30][CH:29]=[CH:28][CH:27]=1>CCOCC>[C:25]([N:3]1[C:4]2[C:9](=[CH:8][C:7]([CH:12]([CH3:17])[C:13]([O:15][CH3:16])=[O:14])=[CH:6][CH:5]=2)[CH2:10][CH2:11][C:2]1([CH3:18])[CH3:1])(=[O:32])[C:26]1[CH:31]=[CH:30][CH:29]=[CH:28][CH:27]=1. Procedure: 3.0 g of methyl 2-(1,2,3,4-tetrahydro-2,2-dimethylquinolin-6-yl)propionate (Compound 11) were added to 30 ml of pyridine, and 2.6 g of benzoyl chloride was further added to the solution. The mixture was stirred at room temperature for 15 hours, followed by addition of ice-water and extraction with ether. The ethereal solution was washed with 10% hydrochloric acid, water and saturated aqueous solution of sodium chloride, and dried over anhydrous sodium sulfate. Ether was distilled off to give 3.9... The reactants are OCCBr, O=C(Nc1c(I)c(C(=O)NCCO)c(I)c(C(=O)NC(CO)CO)c1I)Nc1c(I)c(C(=O)NCCO)c(I)c(C(=O)NC(CO)CO)c1I, [Na+], [OH-], O. Yields the product O=C(NCCO)c1c(I)c(NC(=O)N(CCO)c2c(I)c(C(=O)NCCO)c(I)c(C(=O)NC(CO)CO)c2I)c(I)c(C(=O)NC(CO)CO)c1I. As a reaction SMILES: [Br:53][CH2:54][CH2:55][OH:56].[I:1][c:2]1[c:3]([NH:24][C:25](=[O:26])[NH:27][c:28]2[c:29]([I:50])[c:30]([C:44](=[O:45])[NH:46][CH2:47][CH2:48][OH:49])[c:31]([I:43])[c:32]([C:35](=[O:36])[NH:37][CH:38]([CH2:39][OH:40])[CH2:41][OH:42])[c:33]2[I:34])[c:4]([I:23])[c:5]([C:15](=[O:16])[NH:17][CH:18]([CH2:19][OH:20])[CH2:21][OH:22])[c:6]([I:14])[c:7]1[C:8](=[O:9])[NH:10][CH2:11][CH2:12][OH:13].[Na+:52].[OH-:51].[OH2:57]>>[I:1][c:2]1[c:3]([N:24]([C:25](=[O:26])[NH:27][c:28]2[c:29]([I:50])[c:30]([C:44](=[O:45])[NH:46][CH2:47][CH2:48][OH:49])[c:31]([I:43])[c:32]([C:35](=[O:36])[NH:37][CH:38]([CH2:39][OH:40])[CH2:41][OH:42])[c:33]2[I:34])[CH2:54][CH2:55][OH:56])[c:4]([I:23])[c:5]([C:15](=[O:16])[NH:17][CH:18]([CH2:19][OH:20])[CH2:21][OH:22])[c:6]([I:14])[c:7]1[C:8](=[O:9])[NH:10][CH2:11][CH2:12][OH:13].